From a dataset of the Open Reaction Database (ORD), a public repository of structured organic reaction records. describe an organic reaction: reactants, conditions, products, and yield The reactants are C(C)(=O)C1=CC(=NC(=C1)N(CC1C(C1)C)CC1=CC=CC=C1)N(S(=O)(=O)C(C)C)C (N-(4-acetyl-6-{benzyl[(2-methylcyclopropyl)methyl]amino}pyridin-2-yl)-N-methylpropane-2-sulfonamide), C[Si](C)(C)[N-][Si](C)(C)C.[Li+] (lithium bis(trimethylsilyl)amide), C(C1=CC=CC=C1)[C@@](C=O)(C)NC(OC(C)(C)C)=O (tert-butyl (1R) -1-benzyl-1-methyl-2-oxoethylcarbamate), C(C1=CC=CC=C1)[C@@](C=O)(C)NC(OC(C)(C)C)=O (tert-butyl (1R) -1-benzyl-1-methyl-2-oxoethylcarbamate). The solvent is C1CCOC1 (THF), C1CCOC1 (THF). Run at time 15 minute. The product is C(C1=CC=CC=C1)[C@@](\C=C\C(=O)C1=CC(=NC(=C1)N(C)S(=O)(=O)C(C)C)N(CC1C(C1)C)CC1=CC=CC=C1)(C)NC(OC(C)(C)C)=O (tert-butyl (1R,2E)-1-benzyl-4-{2-{benzyl[(2-methylcyclopropyl)methyl]amino}-6-[(isopropylsulfonyl)(methyl)amino]pyridin-4-yl}-1-methyl-4-oxobut-2-enylcarbamate), intermediate n. As a reaction SMILES: [C:1]([C:4]1[CH:9]=[C:8]([N:10]([CH2:16][C:17]2[CH:22]=[CH:21][CH:20]=[CH:19][CH:18]=2)[CH2:11][CH:12]2[CH2:14][CH:13]2[CH3:15])[N:7]=[C:6]([N:23]([CH3:30])[S:24]([CH:27]([CH3:29])[CH3:28])(=[O:26])=[O:25])[CH:5]=1)(=[O:3])[CH3:2].C[Si]([N-][Si](C)(C)C)(C)C.[Li+].[CH2:41]([C@:48]([NH:52][C:53](=[O:59])[O:54][C:55]([CH3:58])([CH3:57])[CH3:56])([CH3:51])[CH:49]=O)[C:42]1[CH:47]=[CH:46][CH:45]=[CH:44][CH:43]=1>C1COCC1>[CH2:41]([C@:48]([NH:52][C:53](=[O:59])[O:54][C:55]([CH3:58])([CH3:57])[CH3:56])([CH3:51])/[CH:49]=[CH:2]/[C:1]([C:4]1[CH:5]=[C:6]([N:23]([S:24]([CH:27]([CH3:29])[CH3:28])(=[O:25])=[O:26])[CH3:30])[N:7]=[C:8]([N:10]([CH2:16][C:17]2[CH:18]=[CH:19][CH:20]=[CH:21][CH:22]=2)[CH2:11][CH:12]2[CH2:14][CH:13]2[CH3:15])[CH:9]=1)=[O:3])[C:42]1[CH:47]=[CH:46][CH:45]=[CH:44][CH:43]=1 |f:1.2|. Reported procedure: To a −78° C. solution of N-(4-acetyl-6-{benzyl[(2-methylcyclopropyl)methyl]amino}pyridin-2-yl)-N-methylpropane-2-sulfonamide (100 mg, 0.23 mmol) from Step B in 1.5 mL dry THF was added lithium bis(trimethylsilyl)amide (244 μL, 0.49 mmol, 2M solution in THF), and the resulting mixture was allowed to stir for 15 min. To this mixture was added a solution of tert-butyl (1R) -1-benzyl-1-methyl-2-oxoethylcarbamate (61 mg, 0.23 mmol, prepared according to preparation of intermediate III up to step C) d... Starting materials: BrCCC(CCCC(=O)O)C (7-Bromo-5-methylheptanoic acid), OS(=O)(=O)O (H2SO4), C(=O)=O (CO2), C(=O)(O)[O-].[Na+] (NaHCO3), CCOCC (ether). Solvent: C(C)O (ethanol), O (water). Yields the product C(C)OC(CCCC(CCBr)C)=O (7-Bromo-5-methylheptanoic acid ethyl ester). RXN SMILES: [Br:1][CH2:2][CH2:3][CH:4]([CH3:11])[CH2:5][CH2:6][CH2:7][C:8]([OH:10])=[O:9].OS(O)(=O)=O.C([O-])(O)=O.[Na+].C(=O)=O.[CH3:25][CH2:26]OCC>O.C(O)C>[CH2:25]([O:9][C:8](=[O:10])[CH2:7][CH2:6][CH2:5][CH:4]([CH3:11])[CH2:3][CH2:2][Br:1])[CH3:26] |f:2.3|. Reported procedure: 14.0 g of 7-Bromo-5-methylheptanoic acid, 26 ml of absolute ethanol and 1 ml of concentrated H2SO4 were heated to the boil for 10 hours with exclusion of humidity. After cooling the reaction mixture was poured, while stirring and strongly cooling, onto a mixture of 50 ml of ether, 20 ml of water and 6 g of NaHCO3. When the development of CO2 was finished, the organic phase was separated and the aqueous phase was extracted twice with ether. The combined organic phases were washed with a saturated... Yields the product C(C1=CC=CC=C1)OCCN1C2=C(C3=C([C@@H](C1=O)NC(CC(=O)NCCC(C(F)(F)F)(F)F)=O)C=CC=C3)C=CC=C2 (N—[(S)-5-(2-Benzyloxy-ethyl)-6-oxo-6,7-dihydro-5H-dibenzo[b,d]azepin-7-yl]-N′-(3,3,4,4,4-pentafluoro-butyl)-malonamide). Procedure: Using N—[(S)-5-(2-benzyloxy-ethyl)-6-oxo-6,7-dihydro-5H-dibenzo[b,d]azepin-7-yl]-malonamic acid and ,3,3,4,4,4-pentafluorobutylamine, the title compound was prepared in the same manner as described for example 1c. Colorless, waxy solid (98%). MS: m/e=590(M+H+). Reaction SMILES: [CH2:1]([O:8][CH2:9][CH2:10][N:11]1[C:17](=[O:18])[C@@H:16]([NH:19][C:20](=[O:25])[CH2:21][C:22]([OH:24])=O)[C:15]2[CH:26]=[CH:27][CH:28]=[CH:29][C:14]=2[C:13]2[CH:30]=[CH:31][CH:32]=[CH:33][C:12]1=2)[C:2]1[CH:7]=[CH:6][CH:5]=[CH:4][CH:3]=1.[F:34][C:35]([F:43])([C:39]([F:42])([F:41])[F:40])[CH2:36][CH2:37][NH2:38]>>[CH2:1]([O:8][CH2:9][CH2:10][N:11]1[C:17](=[O:18])[C@@H:16]([NH:19][C:20](=[O:25])[CH2:21][C:22]([NH:38][CH2:37][CH2:36][C:35]([F:43])([F:34])[C:39]([F:42])([F:41])[F:40])=[O:24])[C:15]2[CH:26]=[CH:27][CH:28]=[CH:29][C:14]=2[C:13]2[CH:30]=[CH:31][CH:32]=[CH:33][C:12]1=2)[C:2]1[CH:7]=[CH:6][CH:5]=[CH:4][CH:3]=1. Starting materials: C(C1=CC=CC=C1)OCCN1C2=C(C3=C([C@@H](C1=O)NC(CC(=O)O)=O)C=CC=C3)C=CC=C2 (N—[(S)-5-(2-benzyloxy-ethyl)-6-oxo-6,7-dihydro-5H-dibenzo[b,d]azepin-7-yl]-malonamic acid), FC(CCN)(C(F)(F)F)F (3,3,4,4,4-pentafluorobutylamine), solid.